This data is from the Open Reaction Database (ORD), a public repository of structured organic reaction records. The task is: describe an organic reaction: reactants, conditions, products, and yield Starting materials: BrB(Br)Br, CCOC(=O)C(Nc1ccc(C#N)cc1)c1ccc(OC)c(SC)c1, ClCCl. Product: CCOC(=O)C(Nc1ccc(C#N)cc1)c1ccc(O)c(SC)c1. RXN SMILES: [B:1]([Br:2])([Br:3])[Br:4].[C:5](#[N:6])[c:7]1[cH:8][cH:9][c:10]([NH:13][CH:14]([C:15](=[O:16])[O:17][CH2:18][CH3:19])[c:20]2[cH:21][c:22]([S:28][CH3:29])[c:23]([O:26][CH3:27])[cH:24][cH:25]2)[cH:11][cH:12]1.[Cl:30][CH2:31][Cl:32]>>[C:5](#[N:6])[c:7]1[cH:8][cH:9][c:10]([NH:13][CH:14]([C:15](=[O:16])[O:17][CH2:18][CH3:19])[c:20]2[cH:21][c:22]([S:28][CH3:29])[c:23]([OH:26])[cH:24][cH:25]2)[cH:11][cH:12]1. Starting materials: COC1=CC=C(CN(C2=NC=C(C=N2)C=2C3=C(N=C(N2)N2CCOCC2)NCC3)CC3=CC=C(C=C3)OC)C=C1 (bis-(4-methoxy-benzyl)-[5-(2-morpholin-4-yl-6,7-dihydro-5H-pyrrolo[2,3-d]pyrimidin-4-yl)-pyrimidin-2-yl]-amine), BrC=1C(=C(C=CC1)C(=O)N1CCN(CC1)CCO)C ((3-bromo-2-methyl-phenyl)-[4-(2-hydroxy-ethyl)-piperazin-1-yl]-methanone). Yields the product COC1=CC=C(CN(C2=NC=C(C=N2)C=2C3=C(N=C(N2)N2CCOCC2)N(CC3)C=3C(=C(C=CC3)C(=O)N3CCN(CC3)CCO)C)CC3=CC=C(C=C3)OC)C=C1 ([3-(4-{2-[bis-(4-methoxy-benzyl)-amino]-pyrimidin-5-yl}-2-morpholin-4-yl-5,6-dihydro-pyrrolo[2,3-d]pyrimidin-7-yl)-2-methyl-phenyl]-[4-(2-hydroxy-ethyl)-piperazin-1-yl]-methanone). RXN SMILES: [CH3:1][O:2][C:3]1[CH:40]=[CH:39][C:6]([CH2:7][N:8]([CH2:30][C:31]2[CH:36]=[CH:35][C:34]([O:37][CH3:38])=[CH:33][CH:32]=2)[C:9]2[N:14]=[CH:13][C:12]([C:15]3[C:16]4[CH2:29][CH2:28][NH:27][C:17]=4[N:18]=[C:19]([N:21]4[CH2:26][CH2:25][O:24][CH2:23][CH2:22]4)[N:20]=3)=[CH:11][N:10]=2)=[CH:5][CH:4]=1.Br[C:42]1[C:43]([CH3:59])=[C:44]([C:48]([N:50]2[CH2:55][CH2:54][N:53]([CH2:56][CH2:57][OH:58])[CH2:52][CH2:51]2)=[O:49])[CH:45]=[CH:46][CH:47]=1>>[CH3:38][O:37][C:34]1[CH:33]=[CH:32][C:31]([CH2:30][N:8]([CH2:7][C:6]2[CH:5]=[CH:4][C:3]([O:2][CH3:1])=[CH:40][CH:39]=2)[C:9]2[N:10]=[CH:11][C:12]([C:15]3[C:16]4[CH2:29][CH2:28][N:27]([C:42]5[C:43]([CH3:59])=[C:44]([C:48]([N:50]6[CH2:55][CH2:54][N:53]([CH2:56][CH2:57][OH:58])[CH2:52][CH2:51]6)=[O:49])[CH:45]=[CH:46][CH:47]=5)[C:17]=4[N:18]=[C:19]([N:21]4[CH2:26][CH2:25][O:24][CH2:23][CH2:22]4)[N:20]=3)=[CH:13][N:14]=2)=[CH:36][CH:35]=1. Reported procedure: Using bis-(4-methoxy-benzyl)-[5-(2-morpholin-4-yl-6,7-dihydro-5H-pyrrolo[2,3-d]pyrimidin-4-yl)-pyrimidin-2-yl]-amine (100 mg) and (3-bromo-2-methyl-phenyl)-[4-(2-hydroxy-ethyl)-piperazin-1-yl]-methanone (188 mg) instead of 4-chloropicolinic acid t-butylamide, in the same manner as Example 1-D-07, a crude product of [3-(4-{2-[bis-(4-methoxy-benzyl)-amino]-pyrimidin-5-yl}-2-morpholin-4-yl-5,6-dihydro-pyrrolo[2,3-d]pyrimidin-7-yl)-2-methyl-phenyl]-[4-(2-hydroxy-ethyl)-piperazin-1-yl]-methanone was ... Reactants: C(CCC)NCCC1=CNC2=CC=CC=C12 (N-n-butyl-tryptamine), CN(C(C=O)C)C(=O)OCC1=CC=CC=C1 (N-methyl-N-benzyloxycarbonyl-2-aminopropionaldehyde), C1(=CC=CC=C1)C (toluene). The product is C(CCC)N1C=C2N=C3C=CC=CC3=C2C=C1 (2-n-butyl-β-carboline), CN(C(=O)OCC1=CC=CC=C1)CCC=1N(C=CC2=C3C=CC=CC3=NC12)CCCC (2-(N-methyl-N-benzyloxycarbonylamino)ethyl-2-n-butyl-β-carboline). RXN SMILES: [CH2:1]([NH:5][CH2:6][CH2:7][C:8]1[C:16]2[C:11](=[CH:12][CH:13]=[CH:14][CH:15]=2)[NH:10][CH:9]=1)[CH2:2][CH2:3][CH3:4].[CH3:17][N:18]([C:23]([O:25][CH2:26][C:27]1[CH:32]=[CH:31][CH:30]=[CH:29][CH:28]=1)=[O:24])[CH:19]([CH3:22])C=O.[C:33]1(C)C=CC=CC=1>>[CH2:1]([N:5]1[CH:6]=[CH:7][C:8]2[C:9]([N:10]=[C:11]3[C:16]=2[CH:15]=[CH:14][CH:13]=[CH:12]3)=[CH:17]1)[CH2:2][CH2:3][CH3:4].[CH3:17][N:18]([CH2:19][CH2:22][C:33]1[N:5]([CH2:1][CH2:2][CH2:3][CH3:4])[CH:6]=[CH:7][C:8]2[C:9]=1[N:10]=[C:11]1[C:16]=2[CH:15]=[CH:14][CH:13]=[CH:12]1)[C:23]([O:25][CH2:26][C:27]1[CH:28]=[CH:29][CH:30]=[CH:31][CH:32]=1)=[O:24]. Reported procedure: To a solution of 3.4 g of N-n-butyl-tryptamine in 50 ml of toluene are added 4.6 g of N-methyl-N-benzyloxycarbonyl-2-aminopropionaldehyde, and the mixture is refluxed for 15 hours. After the reaction, the mixture is condensed under reduced pressure. Then, the residue obtained is purified by silica gel chromatography. 3.9 g of 1,2,3,4-tetrahydro-1-(2-N-methyl-N-benzyloxycarbonylamino)ethyl)-2-n-butyl-β-carboline (cis isomer) and 1.32 g of 1,2,3,4-tetrahydro-1-(2-(N-methyl-N-benzyloxycarbonylamino... Reactants: C(C)(=O)OC(C(=O)NC=1C(=C(C(=C(C(=O)NCC(COC(C)=O)OC(C)=O)C1I)I)COC(C)=O)I)C(COC(C)=O)OC(C)=O (5-[N′-(2,3,4-Triacetoxybutanoyl)amino]-3-acetoxymethyl-N-(2,3-diacetoxypropyl)-2,4,6-triiodobenzamide), [OH-].[Na+] (sodium hydroxide). The product is OC(C(=O)NC=1C(=C(C(=C(C(=O)NCC(CO)O)C1I)I)CO)I)C(CO)O (5-[N′-(2,3,4-Trihydroxybutanoyl)amino]-3-hydroxymethyl-N-(2,3-dihydroxypropyl)-2,4,6-triiodobenzamide). RXN SMILES: C([O:4][CH:5]([CH:37]([O:43]C(=O)C)[CH2:38][O:39]C(=O)C)[C:6]([NH:8][C:9]1[C:10]([I:36])=[C:11]([CH2:31][O:32]C(=O)C)[C:12]([I:30])=[C:13]([C:28]=1[I:29])[C:14]([NH:16][CH2:17][CH:18]([O:24]C(=O)C)[CH2:19][O:20]C(=O)C)=[O:15])=[O:7])(=O)C.[OH-].[Na+]>>[OH:4][CH:5]([CH:37]([OH:43])[CH2:38][OH:39])[C:6]([NH:8][C:9]1[C:10]([I:36])=[C:11]([CH2:31][OH:32])[C:12]([I:30])=[C:13]([C:28]=1[I:29])[C:14]([NH:16][CH2:17][CH:18]([OH:24])[CH2:19][OH:20])=[O:15])=[O:7] |f:1.2|. Reported procedure: 5-[N′-(2,3,4-Triacetoxybutanoyl)amino]-3-acetoxymethyl-N-(2,3-diacetoxypropyl)-2,4,6-triiodobenzamide (13.8 g, 14.0 mmol) was hydrolysed using sodium hydroxide (4.0 g, 0.10 mol) according to the procedure given in Example 79c. The product was isolated in 68% yield after purification. Starting materials: ClC=1C=CC=2CN(CCOC2N1)C(=O)OC(C)(C)C (tert-butyl 8-chloro-2,3-dihydropyrido[3,2-f][1,4]oxazepine-4(5H)-carboxylate), CC(C(C)O)CC (3-methylpentan-2-ol), [H-].[Na+] (sodium hydride), O (water). The reagents and catalysts are C=1C=CC(=CC1)/C=C/C(=O)/C=C/C2=CC=CC=C2.C=1C=CC(=CC1)/C=C/C(=O)/C=C/C2=CC=CC=C2.C=1C=CC(=CC1)/C=C/C(=O)/C=C/C2=CC=CC=C2.[Pd].[Pd] (Pd2(dba)3), C=1C=CC(=CC1)P(C=2C=CC=CC2)C3=CC=C4C=CC=CC4=C3C5=C6C=CC=CC6=CC=C5P(C=7C=CC=CC7)C=8C=CC=CC8 (BINAP). The solvent is C1(=CC=CC=C1)C (toluene), C1(=CC=CC=C1)C (toluene). Conditions: temperature 70 celsius, time 15 minute. The product is CC(C(CC)C)OC=1C=CC=2CN(CCOC2N1)C(=O)OC(C)(C)C (tert-butyl 8-(1,2-dimethylbutoxy)-2,3-dihydropyrido[3,2-f][1,4]oxazepine-4(5H)-carboxylate). Yield: 61.0%. RXN SMILES: [CH3:1][CH:2]([CH2:6][CH3:7])[CH:3]([OH:5])[CH3:4].[H-].[Na+].Cl[C:11]1[CH:12]=[CH:13][C:14]2[CH2:15][N:16]([C:22]([O:24][C:25]([CH3:28])([CH3:27])[CH3:26])=[O:23])[CH2:17][CH2:18][O:19][C:20]=2[N:21]=1.O>C1(C)C=CC=CC=1.C1C=CC(/C=C/C(/C=C/C2C=CC=CC=2)=O)=CC=1.C1C=CC(/C=C/C(/C=C/C2C=CC=CC=2)=O)=CC=1.C1C=CC(/C=C/C(/C=C/C2C=CC=CC=2)=O)=CC=1.[Pd].[Pd].C1C=CC(P(C2C(C3C(P(C4C=CC=CC=4)C4C=CC=CC=4)=CC=C4C=3C=CC=C4)=C3C(C=CC=C3)=CC=2)C2C=CC=CC=2)=CC=1>[CH3:4][CH:3]([O:5][C:11]1[CH:12]=[CH:13][C:14]2[CH2:15][N:16]([C:22]([O:24][C:25]([CH3:28])([CH3:27])[CH3:26])=[O:23])[CH2:17][CH2:18][O:19][C:20]=2[N:21]=1)[CH:2]([CH3:1])[CH2:6][CH3:7] |f:1.2,6.7.8.9.10|. Procedure: To a solution of 3-methylpentan-2-ol (0.18 mL) in toluene (4 mL) was added sodium hydride (0.14 g), and the resulting mixture was stirred at 70° C. for 15 min under a nitrogen atmosphere. A mixture of tert-butyl 8-chloro-2,3-dihydropyrido[3,2-f][1,4]oxazepine-4(5H)-carboxylate (0.50 g), BINAP (0.033 g), Pd2(dba)3 (0.024 g) and toluene (4 mL) was added, and the resulting mixture was stirred at 100° C. for 2 hr under an argon atmosphere. The reaction solution was poured into water, and the resulti... Reactants: C(=O)(OC(C)(C)C)[C@](C(=O)N1CCN(CC1)C=1C2=C(N=CN1)NC=C2)(CC2=CC=C(C=C2)Cl)N ((2R)-2-Boc-amino-3-(4-chlorophenyl)-1-[4-(7H-pyrrolo[2,3-d]pyrimidin-4-yl)-piperazin-1-yl]-propan-1-one), Cl.O1CCOCC1 (HCl dioxane). Run in O1CCOCC1 (dioxane). Conditions: time 8 hour. The product is Cl.Cl.N[C@@H](C(=O)N1CCN(CC1)C=1C2=C(N=CN1)NC=C2)CC2=CC=C(C=C2)Cl ((2R)-2-amino-3-(4-chlorophenyl)-1-[4-(7H-pyrrolo[2,3-d]pyrimidin-4-yl)-piperazin-1-yl]-propan-1-one dihydrochloride). Isolated yield 38.0%. RXN SMILES: C([C@@:8]([NH2:34])([CH2:26][C:27]1[CH:32]=[CH:31][C:30]([Cl:33])=[CH:29][CH:28]=1)[C:9]([N:11]1[CH2:16][CH2:15][N:14]([C:17]2[C:18]3[CH:25]=[CH:24][NH:23][C:19]=3[N:20]=[CH:21][N:22]=2)[CH2:13][CH2:12]1)=[O:10])(OC(C)(C)C)=O.[ClH:35].O1CCOCC1>O1CCOCC1>[ClH:33].[ClH:35].[NH2:34][C@H:8]([CH2:26][C:27]1[CH:32]=[CH:31][C:30]([Cl:33])=[CH:29][CH:28]=1)[C:9]([N:11]1[CH2:16][CH2:15][N:14]([C:17]2[C:18]3[CH:25]=[CH:24][NH:23][C:19]=3[N:20]=[CH:21][N:22]=2)[CH2:13][CH2:12]1)=[O:10] |f:1.2,4.5.6|. Reported procedure: To a solution of (2R)-2-Boc-amino-3-(4-chlorophenyl)-1-[4-(7H-pyrrolo[2,3-d]pyrimidin-4-yl)-piperazin-1-yl]-propan-1-one in 1 mL dioxane was added 1 mL 4M HCl/dioxane. The resulting suspension was stirred at room temperature overnight, after which it was concentrated to dryness. The solids were dissolved in minimal MeOH and then triturated with ether. The resulting solids were isolated by filtration through a flitted funnel with nitrogen pressure, rinsed with ether, and dried in vacuo to give (2... The reactants are BrC1=CC=C(C=C1)CCC(=O)OC (methyl 3-(4-bromophenyl)propionate), OC1=C(C(=O)OC(C)(C)C)C(=CC=C1C(F)(F)F)COC1=CC=C(C=C1)B1OC(C(O1)(C)C)(C)C (tert-butyl 2-hydroxy-6-{[4-(4,4,5,5-tetramethyl-1,3,2-dioxaborolan-2-yl)phenoxy]methyl}-3-(trifluoromethyl)benzoate). Yields the product C(C)(C)(C)OC(=O)C1=C(COC2=CC=C(C=C2)C2=CC=C(C=C2)CCC(=O)O)C=CC(=C1O)C(F)(F)F (3-(4′-{[2-(tert-Butoxycarbonyl)-3-hydroxy-4-(trifluoromethyl)benzyl]oxy}-1,1′-biphenyl-4-yl)propanoic acid), powder. Isolated yield 10.0%. As a reaction SMILES: Br[C:2]1[CH:7]=[CH:6][C:5]([CH2:8][CH2:9][C:10]([O:12]C)=[O:11])=[CH:4][CH:3]=1.[OH:14][C:15]1[C:27]([C:28]([F:31])([F:30])[F:29])=[CH:26][CH:25]=[C:24]([CH2:32][O:33][C:34]2[CH:39]=[CH:38][C:37](B3OC(C)(C)C(C)(C)O3)=[CH:36][CH:35]=2)[C:16]=1[C:17]([O:19][C:20]([CH3:23])([CH3:22])[CH3:21])=[O:18]>>[C:20]([O:19][C:17]([C:16]1[C:15]([OH:14])=[C:27]([C:28]([F:29])([F:30])[F:31])[CH:26]=[CH:25][C:24]=1[CH2:32][O:33][C:34]1[CH:39]=[CH:38][C:37]([C:2]2[CH:3]=[CH:4][C:5]([CH2:8][CH2:9][C:10]([OH:12])=[O:11])=[CH:6][CH:7]=2)=[CH:36][CH:35]=1)=[O:18])([CH3:23])([CH3:21])[CH3:22]. Procedure details: According to a method similar to Example (31) and Example (17-4), from methyl 3-(4-bromophenyl)propionate (131 mg, 0.51 mmol) and tert-butyl 2-hydroxy-6-{[4-(4,4,5,5-tetramethyl-1,3,2-dioxaborolan-2-yl)phenoxy]methyl}-3-(trifluoromethyl)benzoate (250 mg, 0.51 mmol) obtained in Example (22-4), the title compound was obtained as a colorless powder (26 mg, yield: 10%).